Dataset: the Open Reaction Database (ORD), a public repository of structured organic reaction records. Task: describe an organic reaction: reactants, conditions, products, and yield Reactants: C(C)(=O)OC1CC2=CC=CC(=C2C1)C1=CC=CC=C1 (4-phenyl-2-indanyl acetate), [OH-].[K+] (potassium hydroxide). The solvent is O (water), C(C)O (ethanol). Conditions: time 18 hour. Yields the product C1(=CC=CC=C1)C1=C2CC(CC2=CC=C1)O ((+)-4-phenyl-2-indanol). The yield is 78.3%. As a reaction SMILES: C([O:4][CH:5]1[CH2:13][C:12]2[C:7](=[CH:8][CH:9]=[CH:10][C:11]=2[C:14]2[CH:19]=[CH:18][CH:17]=[CH:16][CH:15]=2)[CH2:6]1)(=O)C.[OH-].[K+]>C(O)C.O>[C:14]1([C:11]2[CH:10]=[CH:9][CH:8]=[C:7]3[C:12]=2[CH2:13][CH:5]([OH:4])[CH2:6]3)[CH:15]=[CH:16][CH:17]=[CH:18][CH:19]=1 |f:1.2|. Procedure: A mixture of 1.22 g (0.0048 mole) of 4-phenyl-2-indanyl acetate, prepared as described above, and 0.39 g (0.007 mole) of potassium hydroxide in 10 ml of absolute ethanol and 5 ml of water was stirred at room temperature for approximately 18 hours. The reaction mixture was concentrated, and water was added to the residue, forming a precipitate. The precipitate was collected on a filter paper and dried to give 0.79 g of (+)-4-phenyl-2-indanol, mp 87°-92° C., EE 50%. The reactants are Cl.C1(=CC=CC=C1)C1(CCC1)C(=O)O (1-phenylcyclobutanecarboxylate hydrochloride), C=C1C(N2CCC1CC2)O (3-methylidenequinuclidinol). Solvent: C(Cl)Cl (CH2Cl2). Product: Cl.C1(=CC=CC=C1)C1(CCC1)C(=O)OC1N2CCC(C1=C)CC2 (3-Methylidenequinuclidinyl 1-phenylcyclobutanecarboxylate Hydrochloride). As a reaction SMILES: [ClH:1].[C:2]1([C:8]2([C:12]([OH:14])=[O:13])[CH2:11][CH2:10][CH2:9]2)[CH:7]=[CH:6][CH:5]=[CH:4][CH:3]=1.[CH2:15]=[C:16]1[CH:21]2[CH2:22][CH2:23][N:18]([CH2:19][CH2:20]2)[CH:17]1O>C(Cl)Cl>[ClH:1].[C:2]1([C:8]2([C:12]([O:14][CH:17]3[C:16](=[CH2:15])[CH:21]4[CH2:22][CH2:23][N:18]3[CH2:19][CH2:20]4)=[O:13])[CH2:9][CH2:10][CH2:11]2)[CH:7]=[CH:6][CH:5]=[CH:4][CH:3]=1 |f:0.1,4.5|. Reported procedure: The title compound was prepared in an analogous manner to that in Example 36 by reacting 1-phenylcyclobutanecarboxylate hydrochloride with 3-methylidenequinuclidinol. The esterification was carried out in CH2Cl2. The crude was chromatographed on silica gel using toluene-Et3N 88:12 as eluent. The yield was 0.07 g (9%); mp 155-157° C.; 1H NMR (CDCl3) δ 1.80-2.10 (m, 7H), 2.25 (m, 1H), 2.52 (m, 2H), 2.76 (m, 3H), 3.18 (m, 5H), 4.09 (m, 2H), 7.29 (m, 5H), 12.2 (br, 1H). Anal. (C19H25NO2.HCl) H, N; C... The reactants are [CH3], COc1cc2nc(Cl)nc(N)c2cc1OC, O=C(C1CCCO1)N1CCNCC1. Product: COc1cc2nc(N3CCN(C(=O)C4CCCO4)CC3)nc(N)c2cc1OC. Reaction SMILES: [CH3:30].[NH2:1][c:2]1[n:3][c:4]([Cl:16])[n:5][c:6]2[cH:7][c:8]([O:14][CH3:15])[c:9]([O:12][CH3:13])[cH:10][c:11]12.[O:17]1[CH:18]([C:22](=[O:23])[N:24]2[CH2:25][CH2:26][NH:27][CH2:28][CH2:29]2)[CH2:19][CH2:20][CH2:21]1>>[NH2:1][c:2]1[n:3][c:4]([N:27]2[CH2:26][CH2:25][N:24]([C:22]([CH:18]3[O:17][CH2:21][CH2:20][CH2:19]3)=[O:23])[CH2:29][CH2:28]2)[n:5][c:6]2[cH:7][c:8]([O:14][CH3:15])[c:9]([O:12][CH3:13])[cH:10][c:11]12. Starting materials: [N-]=[N+]=[N-].[Na+] (sodium azide), Cl.BrC(C(=O)OCC)C1=CC=NC=C1 (Ethyl bromo(pyridin-4-yl)acetate hydrochloride), O (water). The solvent is CN(C=O)C (N,N-dimethylformamide). Reaction conditions: time 30 minute. Yields the product O.N1=CC=C(C=C1)C(C(=O)OCC)=O (Ethyl (pyridin-4-yl)glyoxylate hydrate). As a reaction SMILES: Cl.Br[CH:3]([C:9]1[CH:14]=[CH:13][N:12]=[CH:11][CH:10]=1)[C:4]([O:6][CH2:7][CH3:8])=[O:5].[N-]=[N+]=[N-].[Na+].[OH2:19]>CN(C)C=O>[OH2:5].[N:12]1[CH:13]=[CH:14][C:9]([C:3](=[O:19])[C:4]([O:6][CH2:7][CH3:8])=[O:5])=[CH:10][CH:11]=1 |f:0.1,2.3,6.7|. Procedure: Ethyl bromo(pyridin-4-yl)acetate hydrochloride (2.05 g) was dissolved in N,N-dimethylformamide (10 ml) at room temperature, followed by the addition of sodium azide (1.43 g). The resulting mixture was stirred for 30 minutes. After the addition of water and stirring, the insoluble matter was filtered off and the filtrate was concentrated. The residue was extracted with diethyl ether and saturated aqueous NaCl solution. The organic layer thus obtained was dried over anhydrous magnesium sulfate. Th... Reactants: C1(=CC=C(C=C1)S(=O)[O-])C.[Na+] (sodium p-toluenesulfinate), [N+](=O)([O-])C=1C=C(C=C(C1)[N+](=O)[O-])C1=NN(C(=C1)O)C (3-(3,5-Dinitrophenyl)-5-hydroxy-1-methylpyrazole), [OH-].[Na+] (sodium hydroxide), Cl (hydrochloric acid), C=O (formalin). Solvent: O (water), C(C)O (ethanol). Yields the product [N+](=O)([O-])C=1C=C(C=C(C1)[N+](=O)[O-])C1=NN(C(=C1CS(=O)(=O)C1=CC=C(C=C1)C)O)C (4-{[3-(3,5-dinitrophenyl)-5-hydroxy-1-methylpyrazol-4-yl]-methylsulfonyl]toluene). The yield is 89.3%. RXN SMILES: [N+:1]([C:4]1[CH:5]=[C:6]([C:13]2[CH:17]=[C:16]([OH:18])[N:15]([CH3:19])[N:14]=2)[CH:7]=[C:8]([N+:10]([O-:12])=[O:11])[CH:9]=1)([O-:3])=[O:2].[OH-].[Na+].[CH2:22]=O.[C:24]1([CH3:33])[CH:29]=[CH:28][C:27]([S:30]([O-:32])=[O:31])=[CH:26][CH:25]=1.[Na+].Cl>C(O)C.O>[N+:1]([C:4]1[CH:5]=[C:6]([C:13]2[C:17]([CH2:22][S:30]([C:27]3[CH:28]=[CH:29][C:24]([CH3:33])=[CH:25][CH:26]=3)(=[O:32])=[O:31])=[C:16]([OH:18])[N:15]([CH3:19])[N:14]=2)[CH:7]=[C:8]([N+:10]([O-:12])=[O:11])[CH:9]=1)([O-:3])=[O:2] |f:1.2,4.5|. Procedure details: 3-(3,5-Dinitrophenyl)-5-hydroxy-1-methylpyrazole (0.65 g (2.5 mmol)) synthesized in Reference Example 4 and 0.15 g (3.8 mmol) of sodium hydroxide were dissolved in 5 mL of ethanol. While stirring the resulting solution at room temperature, 0.5 g (5.5 mmol) of a 35% formalin solution was added dropwise thereto, followed by stirring at the same temperature for 1 hour. Subsequently, 0.45 g (2.5 mmol) of sodium p-toluenesulfinate was charged thereto at room temperature, and the obtained mixture was ...